This data is from the Open Reaction Database (ORD), a public repository of structured organic reaction records. The task is: describe an organic reaction: reactants, conditions, products, and yield The reactants are O (water), BrC1=NC=C(C=C1)O (2-Bromo-5-hydroxypyridine), IC (iodomethane), [H-].[Na+] (NaH). Solvent: CN(C)C=O (DMF). Run at time 3 day. The product is BrC1=NC=C(C=C1)OC (2-Bromo-5-methoxy-pyridine). The yield is 79.0%. As a reaction SMILES: [Br:1][C:2]1[CH:7]=[CH:6][C:5]([OH:8])=[CH:4][N:3]=1.[H-].[Na+].I[CH3:12].O>CN(C=O)C>[Br:1][C:2]1[CH:7]=[CH:6][C:5]([O:8][CH3:12])=[CH:4][N:3]=1 |f:1.2|. Procedure details: 2-Bromo-5-hydroxypyridine (5 mmol) is dissolved in DMF (10 ml) and NaH (1.4 eq., 60% suspension in liquid paraffin) is added. After 30 min iodomethane (2 eq.) is added and the reaction solution is stirred 3 days. The reaction solution is pored into water and extracted with methyl-tert.-butyl ether. The combined organic layers are dried over MgSO4 and the solvent is removed in vacuo. 2-Bromo-5-methoxy-pyridine is obtained as yellow oil in a yield of 79%; HPLC (method C): 1.49 min; LC-MS (method A... Starting materials: COc1cc(NC(=O)OC(C)C)cc(C=O)c1OCC#N, CON, CCO, Cl, [Na+], [OH-]. Product: CON=Cc1cc(NC(=O)OC(C)C)cc(OC)c1OCC#N. Reaction SMILES: [CH3:1][O:2][c:3]1[cH:4][c:5]([NH:15][C:16]([O:17][CH:18]([CH3:19])[CH3:20])=[O:21])[cH:6][c:7]([CH:13]=[O:14])[c:8]1[O:9][CH2:10][C:11]#[N:12].[CH3:25][O:26][NH2:27].[CH3:28][CH2:29][OH:30].[ClH:24].[Na+:23].[OH-:22]>>[CH3:1][O:2][c:3]1[cH:4][c:5]([NH:15][C:16]([O:17][CH:18]([CH3:19])[CH3:20])=[O:21])[cH:6][c:7]([CH:13]=[N:27][O:26][CH3:25])[c:8]1[O:9][CH2:10][C:11]#[N:12].